This data is from the Open Reaction Database (ORD), a public repository of structured organic reaction records. The task is: describe an organic reaction: reactants, conditions, products, and yield Reactants: BrC1=CC=C(CN(C)C)C=C1 (4-bromo-N,N-dimethylbenzylamine), Grignard reagent, [Mg] (magnesium), BrC1=CC=C(C=C1)Br (1,4-dibromobenzene). The reagents and catalysts are C=1C=CC(=CC1)[P](C=2C=CC=CC2)(C=3C=CC=CC3)[Pd]([P](C=4C=CC=CC4)(C=5C=CC=CC5)C=6C=CC=CC6)([P](C=7C=CC=CC7)(C=8C=CC=CC8)C=9C=CC=CC9)[P](C=1C=CC=CC1)(C=1C=CC=CC1)C=1C=CC=CC1 (tetrakistriphenylphosphinepalladium). Solvent: O1CCCC1 (THF), O1CCCC1 (THF). Run at time 5 hour. Yields the product BrC1=CC=C(C=C1)C=1C(=CC=CC1)CN(C)C (4'-Bromo-N,N-dimethylbiphenylmethanamine). RXN SMILES: [Mg].Br[C:3]1[CH:8]=[CH:7][C:6]([Br:9])=[CH:5][CH:4]=1.Br[C:11]1[CH:20]=[CH:19][C:14]([CH2:15][N:16]([CH3:18])[CH3:17])=[CH:13][CH:12]=1>O1CCCC1.C1C=CC([P]([Pd]([P](C2C=CC=CC=2)(C2C=CC=CC=2)C2C=CC=CC=2)([P](C2C=CC=CC=2)(C2C=CC=CC=2)C2C=CC=CC=2)[P](C2C=CC=CC=2)(C2C=CC=CC=2)C2C=CC=CC=2)(C2C=CC=CC=2)C2C=CC=CC=2)=CC=1>[Br:9][C:6]1[CH:7]=[CH:8][C:3]([C:13]2[C:14]([CH2:15][N:16]([CH3:18])[CH3:17])=[CH:19][CH:20]=[CH:11][CH:12]=2)=[CH:4][CH:5]=1 |^1:29,31,50,69|. Reported procedure: A solution of the Grignard reagent prepared from 344 mg of magnesium and 2.27 g of 1,4-dibromobenzene in 15 ml of THF (tetrahydrofuran) is added dropwise to a suspension of 2 g of 4-bromo-N,N-dimethylbenzylamine and 158 mg of tetrakistriphenylphosphinepalladium in 10 ml of THF. The addition is carried out at room temperature and under an argon atmosphere. After completion of the addition, the mixture is heated to boiling for an additional 5 hours and then evaporated under reduced pressure. The r...